This data is from the Open Reaction Database (ORD), a public repository of structured organic reaction records. The task is: describe an organic reaction: reactants, conditions, products, and yield Reactants: ClC1=NC(=CC2=CC(=C(C=C12)OC)OC)NC1=NNC(=C1)C ((1-chloro-6,7-dimethoxy-isoquinolin-3-yl)-(5-methyl-1H-pyrazol-3-yl)-amine), COC=1C=C(C=CC1)B(O)O (3-methoxy-phenylboronic acid). Yields the product COC=1C=C(C=CC1)C1=NC(=CC2=CC(=C(C=C12)OC)OC)NC1=NNC(=C1)C ([1-(3-Methoxy-phenyl)-6,7-dimethoxy-isoquinolin-3-yl]-(5-methyl-1H-pyrazol-3-yl)-amine). Reaction SMILES: Cl[C:2]1[C:11]2[C:6](=[CH:7][C:8]([O:14][CH3:15])=[C:9]([O:12][CH3:13])[CH:10]=2)[CH:5]=[C:4]([NH:16][C:17]2[CH:21]=[C:20]([CH3:22])[NH:19][N:18]=2)[N:3]=1.[CH3:23][O:24][C:25]1[CH:26]=[C:27](B(O)O)[CH:28]=[CH:29][CH:30]=1>>[CH3:23][O:24][C:25]1[CH:30]=[C:29]([C:2]2[C:11]3[C:6](=[CH:7][C:8]([O:14][CH3:15])=[C:9]([O:12][CH3:13])[CH:10]=3)[CH:5]=[C:4]([NH:16][C:17]3[CH:21]=[C:20]([CH3:22])[NH:19][N:18]=3)[N:3]=2)[CH:28]=[CH:27][CH:26]=1. Procedure: Similar procedure as described in example 131 was used, starting from (1-chloro-6,7-dimethoxy-isoquinolin-3-yl)-(5-methyl-1H-pyrazol-3-yl)-amine and 3-methoxy-phenylboronic acid to give [1-(3-Methoxy-phenyl)-6,7-dimethoxy-isoquinolin-3-yl]-(5-methyl-1H-pyrazol-3-yl)-amine. LC-MS m/e 391(MH+). Starting materials: NC1=CC=C(C=C1)C1=CC=NC(=C1C#N)Cl (4-(4-Amino-phenyl)-2-chloro-nicotinonitrile), N(=C=O)C1=CC(=CC=C1)C (1-isocyanato-3-methylbenzene), N(=C=O)C1=CC(=CC=C1)C (1-isocyanato-3-methylbenzene). Run in C(Cl)Cl (CH2Cl2), C1CCOC1 (THF). Run at time 2.5 hour. The product is ClC1=NC=CC(=C1C#N)C1=CC=C(C=C1)NC(=O)NC=1C=C(C=CC1)C (1-[4-(2-Chloro-3-cyano-pyridin-4-yl)-phenyl]-3-m-tolyl-urea). Isolated yield 64.1%. RXN SMILES: [NH2:1][C:2]1[CH:7]=[CH:6][C:5]([C:8]2[C:13]([C:14]#[N:15])=[C:12]([Cl:16])[N:11]=[CH:10][CH:9]=2)=[CH:4][CH:3]=1.[N:17]([C:20]1[CH:25]=[CH:24][CH:23]=[C:22]([CH3:26])[CH:21]=1)=[C:18]=[O:19]>C(Cl)Cl.C1COCC1>[Cl:16][C:12]1[C:13]([C:14]#[N:15])=[C:8]([C:5]2[CH:4]=[CH:3][C:2]([NH:1][C:18]([NH:17][C:20]3[CH:21]=[C:22]([CH3:26])[CH:23]=[CH:24][CH:25]=3)=[O:19])=[CH:7][CH:6]=2)[CH:9]=[CH:10][N:11]=1. Reported procedure: A mixture of Example 35C (0.1 g, 0.43 mmol), 1-isocyanato-3-methylbenzene (0.06 mL, 0.43 mmol) in CH2Cl2 (3 mL) and THF (3 mL) was stirred at room temperature overnight, then treated with an additional 0.02 mL of 1-isocyanato-3-methylbenzene, stirred for 5 more hours at room temperature then for 2.5 h at 50° C. The resulting precipitate was collected via filtration to give 0.1 g of the title compound. MS (ESI(+)) m/e 363 (M+H)+. The reactants are C12(CC3CC(CC(C1)C3)C2)C=2C=C(C=O)C=CC2OC(C)C (3-(1-admantyl)-4-isopropoxybenzaldehyde), CC(=O)[O-].[NH4+] (CH3CO2NH4), C[N+](=O)[O-] (CH3NO2). Reaction conditions: time 3 hour. Product: C12(CC3CC(CC(C1)C3)C2)C2=C(C=CC(=C2)\C=C\[N+](=O)[O-])OC(C)C ((E)-2-(1-Admantyl)-1-isopropoxy-4-(2-nitrovinyl)benzene). Isolated yield 88.0%. As a reaction SMILES: [C:1]12([C:11]3[CH:12]=[C:13]([CH:16]=[CH:17][C:18]=3[O:19][CH:20]([CH3:22])[CH3:21])[CH:14]=O)[CH2:10][CH:5]3[CH2:6][CH:7]([CH2:9][CH:3]([CH2:4]3)[CH2:2]1)[CH2:8]2.CC([O-])=O.[NH4+].[CH3:28][N+:29]([O-:31])=[O:30]>>[C:1]12([C:11]3[CH:12]=[C:13](/[CH:14]=[CH:28]/[N+:29]([O-:31])=[O:30])[CH:16]=[CH:17][C:18]=3[O:19][CH:20]([CH3:22])[CH3:21])[CH2:2][CH:3]3[CH2:4][CH:5]([CH2:6][CH:7]([CH2:9]3)[CH2:8]1)[CH2:10]2 |f:1.2|. Procedure details: To a stirred solution of 3-(1-admantyl)-4-isopropoxybenzaldehyde (0.24 g, 0.8 mmol) in CH3NO2 (5 mL) was added CH3CO2NH4 (0.125 g, 1.6 mmol) and the mixture was stirred for 3 h at reflux. The solvent was evaporated to dryness and the residue was diluted to 50 ml with EtOAc and washed with 1M HCl and H2O. The organic layer was separated, dried over MgSO4 and filtered. The filtrate was evaporated to dryness to give the title product (0.275 g; 88%) as yellow solid. 1H-NMR (CDCl3) 1.41 (d, 6H, J=6 H... Reactants: O=C([O-])[O-], CO, O=C(CCC(=O)N1CCC(c2ccc(Cl)cc2)CC1)c1ccc2c(c1)CN(C(=O)C(F)(F)F)CC2, [K+], [K+], O. The product is O=C(CCC(=O)N1CCC(c2ccc(Cl)cc2)CC1)c1ccc2c(c1)CNCC2. Reaction SMILES: [C:36](=[O:37])([O-:38])[O-:39].[CH3:43][OH:44].[Cl:1][c:2]1[cH:3][cH:4][c:5]([CH:8]2[CH2:9][CH2:10][N:11]([C:14]([CH2:15][CH2:16][C:17](=[O:18])[c:19]3[cH:20][cH:21][c:22]4[c:27]([cH:28]3)[CH2:26][N:25]([C:29](=[O:30])[C:31]([F:32])([F:33])[F:34])[CH2:24][CH2:23]4)=[O:35])[CH2:12][CH2:13]2)[cH:6][cH:7]1.[K+:40].[K+:41].[OH2:42]>>[Cl:1][c:2]1[cH:3][cH:4][c:5]([CH:8]2[CH2:9][CH2:10][N:11]([C:14]([CH2:15][CH2:16][C:17](=[O:18])[c:19]3[cH:20][cH:21][c:22]4[c:27]([cH:28]3)[CH2:26][NH:25][CH2:24][CH2:23]4)=[O:35])[CH2:12][CH2:13]2)[cH:6][cH:7]1. The reactants are O.O.C(C(=O)O)(=O)O (oxalic acid dihydrate), C(C)O (Ethanol), C(C1=CC=CC=C1)N1CCN(CC1)C([C@H](C)O)=O ((S)-1-(4-Benzylpiperazin-1-yl)-2-hydroxypropan-1-one), C1=CCCCC1 (Cyclohexene). The reagents and catalysts are [Pd] (Palladium). Run in O1CCCC1 (tetrahydrofuran). Reaction conditions: time 24 hour. Product: C(C(=O)O)(=O)O.O[C@H](C(=O)N1CCNCC1)C ((S)-2-hydroxy-1-(piperazin-1-yl)propan-1-one oxalate salt). Reaction SMILES: C(O)C.C([N:11]1[CH2:16][CH2:15][N:14]([C:17](=[O:21])[C@@H:18]([OH:20])[CH3:19])[CH2:13][CH2:12]1)C1C=CC=CC=1.C1CCCCC=1.O.O.[C:30]([OH:35])(=[O:34])[C:31]([OH:33])=[O:32]>O1CCCC1.[Pd]>[C:30]([OH:35])(=[O:34])[C:31]([OH:33])=[O:32].[OH:20][C@@H:18]([CH3:19])[C:17]([N:14]1[CH2:13][CH2:12][NH:11][CH2:16][CH2:15]1)=[O:21] |f:3.4.5,8.9|. Procedure details: Ethanol (350 kg), Palladium (10% on activated carbon) (8.40 kg, 7.89 mol) and (S)-1-(4-benzylpiperazin-1-yl)-2-hydroxypropan-1-one 5 (70.0 kg, 282 mol) were charged to a reactor and the mixture was purged with nitrogen and heated to reflux. Cyclohexene (70.0 kg, 852 mol) was slowly added. The reaction mixture was heated to reflux and stirred for 24 h. After cooling to ambient temperature, the mixture was filtered through a pad of CELITE® and the cake was washed with ethanol (20 kg). The filtrate... Reactants: C([O-])([O-])=O.[K+].[K+] (potassium carbonate), ClC1=NC=CC=C1O (2-Chloro-3-pyridinol), II (iodine). Solvent: O (water). Reaction conditions: time 4 hour. Product: ClC1=NC(=CC=C1O)I (2-chloro-3-hydroxy-6-iodo-pyridine). Isolated yield 58.7%. Reaction SMILES: [Cl:1][C:2]1[C:7]([OH:8])=[CH:6][CH:5]=[CH:4][N:3]=1.C(=O)([O-])[O-].[K+].[K+].[I:15]I>O>[Cl:1][C:2]1[C:7]([OH:8])=[CH:6][CH:5]=[C:4]([I:15])[N:3]=1 |f:1.2.3|. Reported procedure: 2-Chloro-3-pyridinol (60 g, 0.46 mole) is dissolved in 700 ml water containing potassium carbonate (220 g, 1.6 mole) in a 21 one neck round bottom flask. The solution is treated with iodine (141 g, 0.56 mole) and the reaction is stirred 4 h at room temperature. The excess iodine is quenched with saturated sodium thiosulfate and the pH of the mixture is adjusted to 2 with 12 N hydrochloric acid. The mixture is extracted with 3×250 ml ethyl acetate. The combined organics are dried over magnesium s...